From a dataset of the Open Reaction Database (ORD), a public repository of structured organic reaction records. describe an organic reaction: reactants, conditions, products, and yield Reactants: OC1=C(C(NC2=CC=CC=C12)=O)C(C=CC1=CC(=CC=C1)OCC(=O)OC)=O (4-hydroxy-3-[3-[3-[(methoxycarbonyl)methoxy]phenyl]-1-oxo-2-propenyl]-2(1H)-quinolinone), [OH-].[Na+] (sodium hydroxide). The solvent is CO (methanol). Run at time 1 hour. Product: OC1=C(C(NC2=CC=CC=C12)=O)C(C=CC1=CC(=CC=C1)OCC(=O)O)=O (4-hydroxy-3-[3-[3-(carboxymethoxy)phenyl]-1-oxo-2-propenyl]-2(1H)-quinolinone). Isolated yield 95.5%. RXN SMILES: [OH:1][C:2]1[C:11]2[C:6](=[CH:7][CH:8]=[CH:9][CH:10]=2)[NH:5][C:4](=[O:12])[C:3]=1[C:13](=[O:28])[CH:14]=[CH:15][C:16]1[CH:21]=[CH:20][CH:19]=[C:18]([O:22][CH2:23][C:24]([O:26]C)=[O:25])[CH:17]=1.[OH-].[Na+]>CO>[OH:1][C:2]1[C:11]2[C:6](=[CH:7][CH:8]=[CH:9][CH:10]=2)[NH:5][C:4](=[O:12])[C:3]=1[C:13](=[O:28])[CH:14]=[CH:15][C:16]1[CH:21]=[CH:20][CH:19]=[C:18]([O:22][CH2:23][C:24]([OH:26])=[O:25])[CH:17]=1 |f:1.2|. Procedure details: To a mixture of 0.50 g of 4-hydroxy-3-[3-[3-[(methoxycarbonyl)methoxy]phenyl]-1-oxo-2-propenyl]-2(1H)-quinolinone and 15 ml of methanol was added dropwise 15 ml of a 1 N aqueous sodium hydroxide solution under ice-cooling. After stirred for 1 hour under ice-cooling, this was concentrated under reduced pressure. The resulting residue was acidified by addition of 2 N hydrochloric acid under ice-cooling, and precipitated crystals were filtered, and washed with tetrahydrofuran to obtain 0.46 g of 4-... Starting materials: ClC1=CC2=C(C=3CCCNC3CC2)C=C1 (8-chloro-1,2,3,4,5,6-hexahydrobenzo[f]quinoline), C1(C=2C(C(N1CCCC(=O)Cl)=O)=CC=CC2)=O (4-phthalimidobutyryl chloride). The solvent is C(Cl)Cl (methylene chloride), C(Cl)Cl (methylene chloride). Run at time 1 hour. Yields the product ClC1=CC2=C(C=3CCCN(C3CC2)C(CCCN2C(C=3C(C2=O)=CC=CC3)=O)=O)C=C1 (8-chloro-1,2,3,4,5,6-hexahydro-4-(4-phthalimidobutyryl)benzo[f]quinoline). Reaction SMILES: [Cl:1][C:2]1[CH:15]=[CH:14][C:5]2[C:6]3[CH2:7][CH2:8][CH2:9][NH:10][C:11]=3[CH2:12][CH2:13][C:4]=2[CH:3]=1.[C:16]1(=[O:32])[N:20]([CH2:21][CH2:22][CH2:23][C:24](Cl)=[O:25])[C:19](=[O:27])[C:18]2=[CH:28][CH:29]=[CH:30][CH:31]=[C:17]12>C(Cl)Cl>[Cl:1][C:2]1[CH:15]=[CH:14][C:5]2[C:6]3[CH2:7][CH2:8][CH2:9][N:10]([C:24](=[O:25])[CH2:23][CH2:22][CH2:21][N:20]4[C:16](=[O:32])[C:17]5=[CH:31][CH:30]=[CH:29][CH:28]=[C:18]5[C:19]4=[O:27])[C:11]=3[CH2:12][CH2:13][C:4]=2[CH:3]=1. Reported procedure: 31.4 g (0.143 mol) of 8-chloro-1,2,3,4,5,6-hexahydrobenzo[f]quinoline dissolved in 300 ml of methylene chloride are added at 0° to a solution of 36.0 g (0.143 mol) of 4-phthalimidobutyryl chloride in 360 ml of methylene chloride and the mixture is stirred at room temperature for 1 hour. The solution is concentrated, extracted with methylene chloride and aqueous sodium hydrogen carbonate solution, dried with magnesium sulfate and the solvent is distilled in a vacuum. Extractive crystallization wi... The reactants are Oc1ccc(Br)c(Cl)c1, CC(C)I, [K+], [K+], O=C([O-])[O-], CN(C)C=O. The product is CC(C)Oc1ccc(Br)c(Cl)c1. RXN SMILES: [Br:7][c:8]1[c:9]([Cl:15])[cH:10][c:11]([OH:14])[cH:12][cH:13]1.[I:16][CH:17]([CH3:18])[CH3:19].[K+:1].[K+:2].[O-:3][C:4]([O-:5])=[O:6].[O:20]=[CH:21][N:22]([CH3:23])[CH3:24]>>[Br:7][c:8]1[c:9]([Cl:15])[cH:10][c:11]([O:14][CH:17]([CH3:18])[CH3:19])[cH:12][cH:13]1. Yield: 82.9%. The reagents and catalysts are CN(C)C=1C=CN=CC1 (DMAP). The reactants are C(C)(C)(C)C1=NC2=C(N1CC1CCOCC1)C=CC(=C2)S(=O)(=O)Cl (2-tert-butyl-1-(tetrahydro-2H-pyran-4-ylmethyl)-1H-benzimidazole-5-sulfonyl chloride), N1CC(C1)NC(OC(C)(C)C)=O (tert-butyl azetidin-3-ylcarbamate). RXN SMILES: [C:1]([C:5]1[N:9]([CH2:10][CH:11]2[CH2:16][CH2:15][O:14][CH2:13][CH2:12]2)[C:8]2[CH:17]=[CH:18][C:19]([S:21](Cl)(=[O:23])=[O:22])=[CH:20][C:7]=2[N:6]=1)([CH3:4])([CH3:3])[CH3:2].[NH:25]1[CH2:28][CH:27]([NH:29][C:30](=[O:36])[O:31][C:32]([CH3:35])([CH3:34])[CH3:33])[CH2:26]1>CN(C1C=CN=CC=1)C.CC#N>[C:1]([C:5]1[N:9]([CH2:10][CH:11]2[CH2:16][CH2:15][O:14][CH2:13][CH2:12]2)[C:8]2[CH:17]=[CH:18][C:19]([S:21]([N:25]3[CH2:28][CH:27]([NH:29][C:30](=[O:36])[O:31][C:32]([CH3:34])([CH3:33])[CH3:35])[CH2:26]3)(=[O:23])=[O:22])=[CH:20][C:7]=2[N:6]=1)([CH3:4])([CH3:3])[CH3:2]. Solvent: CC#N (MeCN). Reported procedure: Following the same procedure in Example 1, Step A, using 2-tert-butyl-1-(tetrahydro-2H-pyran-4-ylmethyl)-1H-benzimidazole-5-sulfonyl chloride (0.74 g, 2.0 mmol), tert-butyl azetidin-3-ylcarbamate (0.35 g, 2.0 mmol) and DMAP (0.75 g, 6.1 mmol) in MeCN (60 mL). The crude product was purified by MPLC using Hex/EtOAc (1:1) on silica gel to give 0.84 g (83%) of a white solid as the title compound. 1H NMR (400 MHz, METHANOL-D4) δ 1.32 (s, 9 H), 1.49-1.64 (m, 4 H), 1.66 (s, 9 H), 2.29-2.45 (m, 1 H), 3.... The product is C(C)(C)(C)C1=NC2=C(N1CC1CCOCC1)C=CC(=C2)S(=O)(=O)N2CC(C2)NC(OC(C)(C)C)=O (tert-butyl (1-{[2-tert-butyl-1-(tetrahydro-2H-pyran-4-ylmethyl)-1H-benzimidazol-5-yl]sulfonyl}azetidin-3-yl)carbamate). Reactants: COCC(=O)Cl (methoxy acetyl chloride), CCOC(=O)C (EtOAc), CS(=O)(=O)O.NC1=NC=C2C=C(C(N(C2=C1)CC)=O)C=1C(=CC(=C(C1)NC(=O)NC1=CC=CC=C1)F)Cl (1-(5-(7-amino-1-ethyl-2-oxo-1,2-dihydro-1,6-naphthyridin-3-yl)-4-chloro-2-fluorophenyl)-3-phenylurea methanesulfonate), N1=CC=CC=C1 (pyridine), COCC(=O)Cl (methoxy acetyl chloride). Run in O (water), C1CCOC1 (THF). Run at time 22 hour. Product: ClC1=C(C=C(C(=C1)F)NC(=O)NC1=CC=CC=C1)C=1C(N(C2=CC(=NC=C2C1)NC(COC)=O)CC)=O (N-(3-(2-chloro-4-fluoro-5-(3-phenylureido)phenyl)-1-ethyl-2-oxo-1,2-dihydro-1,6-naphthyridin-7-yl)-2-methoxyacetamide). Yield: 72.9%. Reaction SMILES: CS(O)(=O)=O.[NH2:6][C:7]1[CH:16]=[C:15]2[C:10]([CH:11]=[C:12]([C:20]3[C:21]([Cl:37])=[CH:22][C:23]([F:36])=[C:24]([NH:26][C:27]([NH:29][C:30]4[CH:35]=[CH:34][CH:33]=[CH:32][CH:31]=4)=[O:28])[CH:25]=3)[C:13](=[O:19])[N:14]2[CH2:17][CH3:18])=[CH:9][N:8]=1.N1C=CC=CC=1.[CH3:44][O:45][CH2:46][C:47](Cl)=[O:48].CCOC(C)=O>C1COCC1.O>[Cl:37][C:21]1[CH:22]=[C:23]([F:36])[C:24]([NH:26][C:27]([NH:29][C:30]2[CH:31]=[CH:32][CH:33]=[CH:34][CH:35]=2)=[O:28])=[CH:25][C:20]=1[C:12]1[C:13](=[O:19])[N:14]([CH2:17][CH3:18])[C:15]2[C:10]([CH:11]=1)=[CH:9][N:8]=[C:7]([NH:6][C:47](=[O:48])[CH2:46][O:45][CH3:44])[CH:16]=2 |f:0.1|. Procedure: A mixture of Example 21 (90 mg, 0.199 mmol) and pyridine (79 mg, 0.996 mmol) in THF (4 mL) was treated drop-wise with methoxy acetyl chloride (27 mg, 0.249 mmol) and stirred at RT for 22 h. Additional methoxy acetyl chloride (30 μL, 0.328 mmol) was added, the mixture heated at 40° C. for 6 h, then cooled to RT and stirred overnight. The mixture was treated with EtOAc and water, stirred for 1 h, the resulting solid collected via filtration and dried to afford N-(3-(2-chloro-4-fluoro-5-(3-phenylur... Starting materials: [OH-].[Na+] (sodium hydroxide), C(C)(C)(C)C1=C(C(=CC=C1)C(C)(C)C)O (2,6-di-tert.-butylphenol), [Br-].[K+] (potassium bromide), C(C=C)Cl (allyl chloride), Cl (hydrochloric acid). Reagents/catalysts: CCCCCCCC[N+](C)(CCCCCCCC)CCCCCCCC.[Cl-] (tricaprylmethylammonium chloride). Run in C1(=CC=CC=C1)C (toluene), O (water). Reaction conditions: temperature 50 celsius, time 4 hour. The product is C(C=C)C1=CC(=C(C(=C1)C(C)(C)C)O)C(C)(C)C (4-allyl-2,6 -di-tert.-butylphenol). Reaction SMILES: [OH-].[Na+].[C:3]([C:7]1[CH:12]=[CH:11][CH:10]=[C:9]([C:13]([CH3:16])([CH3:15])[CH3:14])[C:8]=1[OH:17])([CH3:6])([CH3:5])[CH3:4].[Br-].[K+].[CH2:20](Cl)[CH:21]=[CH2:22].Cl>CCCCCCCC[N+](CCCCCCCC)(CCCCCCCC)C.[Cl-].O.C1(C)C=CC=CC=1>[CH2:22]([C:11]1[CH:12]=[C:7]([C:3]([CH3:6])([CH3:5])[CH3:4])[C:8]([OH:17])=[C:9]([C:13]([CH3:16])([CH3:15])[CH3:14])[CH:10]=1)[CH:21]=[CH2:20] |f:0.1,3.4,7.8|. Reported procedure: 80 g (2 mols) of powdered sodium hydroxide are added, at about 35° C. under a stream of nitrogen gas, to a mixture of 412 g (2 mols) of 2,6-di-tert.-butylphenol, 67.5 g (0.128 mol) of tricaprylmethylammonium chloride, 15 g (0.126 mol) of potassium bromide and 400 ml of toluene, and the mixture is heated to 50° C. in the course of 15 minutes. 199 g (2.6 mols) of allyl chloride are added dropwise to the suspension in the course of 30 minutes. The suspension is stirred for 4 hours at 48° to 53° C. ... Reactants: Cc1ccc(-c2nnc(N3CCC4(CC3)OCCO4)nc2-c2ccc(C)cc2)cc1, O=CO. The product is Cc1ccc(-c2nnc(N3CCC(=O)CC3)nc2-c2ccc(C)cc2)cc1. Reaction SMILES: [CH3:1][c:2]1[cH:3][cH:4][c:5](-[c:8]2[n:9][c:10]([N:21]3[CH2:22][CH2:23][C:24]4([O:25][CH2:28][CH2:27][O:26]4)[CH2:29][CH2:30]3)[n:11][n:12][c:13]2-[c:14]2[cH:15][cH:16][c:17]([CH3:20])[cH:18][cH:19]2)[cH:6][cH:7]1.[CH:31]([OH:32])=[O:33]>>[CH3:1][c:2]1[cH:3][cH:4][c:5](-[c:8]2[n:9][c:10]([N:21]3[CH2:22][CH2:23][C:24](=[O:25])[CH2:29][CH2:30]3)[n:11][n:12][c:13]2-[c:14]2[cH:15][cH:16][c:17]([CH3:20])[cH:18][cH:19]2)[cH:6][cH:7]1. Reactants: FC1=CC(=C(C=C1F)C1=C(C=NC=C1)N(C(C1=CC(=NC(=C1)C(F)(F)F)C(F)(F)F)=O)CCS(=O)(=O)C)OC (N-[4-(4,5-Difluoro-2-methoxy-phenyl)-pyridin-3-yl]-N-(2-methanesulfonyl-ethyl)-2,6-bis-trifluoromethyl-isonicotinamide), FC1=CC(=C(C=C1F)C1=C(C=NC=C1)N(C(C1=CC(=NC(=C1)C(F)(F)F)C(F)(F)F)=O)CCS(=O)(=O)C)OC (N-[4-(4,5-Difluoro-2-methoxy-phenyl)-pyridin-3-yl]-N-(2-methanesulfonyl-ethyl)-2,6-bis-trifluoromethyl-isonicotinamide), FC1=C(C(=CC=C1)OC)B(O)O (2-fluoro-6-methoxyphenylboronic acid). Run in CCCCCCC.CCOC(=O)C (n-heptane EtOAc). Product: FC1=C(C(=CC=C1)OC)C1=C(C=NC=C1)NC ([4-(2-Fluoro-6-methoxy-phenyl)-pyridin-3-yl]-methyl-amine). Reaction SMILES: F[C:2]1[C:7](F)=[CH:6][C:5]([C:9]2[CH:14]=[CH:13][N:12]=[CH:11][C:10]=2[N:15](CCS(C)(=O)=O)[C:16](=O)C2C=C(C(F)(F)F)N=C(C(F)(F)F)C=2)=[C:4]([O:38][CH3:39])[CH:3]=1.[F:40]C1C=CC=C(OC)C=1B(O)O>CCCCCCC.CCOC(C)=O>[F:40][C:6]1[CH:7]=[CH:2][CH:3]=[C:4]([O:38][CH3:39])[C:5]=1[C:9]1[CH:14]=[CH:13][N:12]=[CH:11][C:10]=1[NH:15][CH3:16] |f:2.3|. Procedure: The title compound was prepared in analogy to Example 72, from (4-iodo-pyridin-3-yl)-methyl-amine (example 36, intermediate b) and 2-fluoro-6-methoxyphenylboronic acid (CAS RN 78495-63-3) and using a gradient of n-heptane:EtOAc (100:0 to 0:100) for the chromatographic purification. Light yellow oil (65%). MS (ESI): m/z=233.109 [M+H]+. The reactants are CN(C)C=O, CCOC(C)=O, O=C=Nc1ccc(C(F)(F)F)cc1, N#Cc1c(Oc2ccc(F)c(N)c2)ccc2nc(NC(=O)C3CC3)sc12. Yields the product N#Cc1c(Oc2ccc(F)c(NC(=O)Nc3ccc(C(F)(F)F)cc3)c2)ccc2nc(NC(=O)C3CC3)sc12. As a reaction SMILES: [CH3:40][N:41]([CH3:42])[CH:43]=[O:44].[CH3:45][CH2:46][O:47][C:48](=[O:49])[CH3:50].[N:27](=[C:28]=[O:29])[c:30]1[cH:31][cH:32][c:33]([C:36]([F:37])([F:38])[F:39])[cH:34][cH:35]1.[NH2:1][c:2]1[cH:3][c:4]([O:5][c:6]2[c:7]([C:21]#[N:22])[c:8]3[c:9]([n:10][c:11]([NH:13][C:14](=[O:15])[CH:16]4[CH2:17][CH2:18]4)[s:12]3)[cH:19][cH:20]2)[cH:23][cH:24][c:25]1[F:26]>>[NH:1]([c:2]1[cH:3][c:4]([O:5][c:6]2[c:7]([C:21]#[N:22])[c:8]3[c:9]([n:10][c:11]([NH:13][C:14](=[O:15])[CH:16]4[CH2:17][CH2:18]4)[s:12]3)[cH:19][cH:20]2)[cH:23][cH:24][c:25]1[F:26])[C:28]([NH:27][c:30]1[cH:31][cH:32][c:33]([C:36]([F:37])([F:38])[F:39])[cH:34][cH:35]1)=[O:29]. Reactants: CC(C)(OC(=O)N[C@@H]1C(NC1)=O)C ((S)-3-[[(1,1-Dimethylethoxy)carbonyl]amino]-2-oxoazetidine), ClS(=O)(=O)N=C=O (chlorosulfonyl isocyanate), solution, N (ammonia). Run in C(C)#N (acetonitrile), ClCCl (dichloromethane), ClCCl (dichloromethane), C(C)#N (acetonitrile). Reaction conditions: time 30 minute. The product is [NH4+].NS(=O)(=O)NC(=O)N1C([C@H](C1)NC(=O)OC(C)(C)C)=O ((S)-N-(Aminosulfonyl)-3-[[(1,1-dimethylethoxy)- carbonyl]amino]-2-oxo-1-azetidinecarboxamide, ammonium salt). Reaction SMILES: [CH3:1][C:2]([CH3:13])([O:4][C:5]([NH:7][C@H:8]1[CH2:11][NH:10][C:9]1=[O:12])=[O:6])[CH3:3].Cl[S:15]([N:18]=[C:19]=[O:20])(=[O:17])=[O:16].[NH3:21]>C(#N)C.ClCCl>[NH4+:7].[NH2:21][S:15]([NH:18][C:19]([N:10]1[CH2:11][C@H:8]([NH:7][C:5]([O:4][C:2]([CH3:13])([CH3:1])[CH3:3])=[O:6])[C:9]1=[O:12])=[O:20])(=[O:17])=[O:16] |f:5.6|. Procedure: (S)-3-[[(1,1-Dimethylethoxy)carbonyl]amino]-2-oxoazetidine (5.1 g; see example 15A) was dissolved in a mixture of 160 ml of acetonitrile and 40 ml of dichloromethane. At -50° C. a solution of 5.4 g of chlorosulfonyl isocyanate in 30 ml of dichloromethane was added dropwise (15 minutes). The mixture was kept at -30° C. for 30 minutes. Then 64 ml of a solution of ammonia in acetonitrile (containing 2.4 g of ammonia)was added slowly at -10° to 0° C. The title compound precipitated together with ino...